Task: describe an organic reaction: reactants, conditions, products, and yield. Dataset: the Open Reaction Database (ORD), a public repository of structured organic reaction records Reactants: BrCC1=CC(=CC=C1)C1(CC1)C(=O)C1(CC1)C=1C=C(C=CC1)CBr (α-Bromo-m-tolylcyclopropyl ketone), [C-]#N.[Na+] (sodium cyanide). The solvent is CN(C=O)C (dimethylformamide), CN(C=O)C (dimethylformamide). Reaction conditions: time 2 hour. Yields the product C1(CC1)C(=O)C=1C=C(C=CC1)CC#N (m-(Cyclopropylcarbonyl)phenylacetonitrile). As a reaction SMILES: BrCC1C=CC=C([C:9]2([C:12]([C:14]3([C:17]4[CH:18]=[C:19](CBr)[CH:20]=[CH:21][CH:22]=4)[CH2:16]C3)=[O:13])[CH2:11][CH2:10]2)C=1.[C-]#[N:26].[Na+]>CN(C)C=O>[CH:9]1([C:12]([C:14]2[CH:16]=[C:20]([CH2:21][C:22]#[N:26])[CH:19]=[CH:18][CH:17]=2)=[O:13])[CH2:10][CH2:11]1 |f:1.2|. Procedure: α-Bromo-m-tolylcyclopropyl ketone (10 g) in dry dimethylformamide (20 ml) was added dropwise during 1 hour to a stirred suspension of sodium cyanide (1.96 g) in dry dimethylformamide (40 ml). The mixture was cooled to 10° during the addition and for a further hour, then left to stand at 20° for a further 2 hours and poured onto ice (140 g). The mixture was extracted with ethyl acetate (3× 60 ml) and the extracts were combined, washed with water, dried over magnesium sulphate, filtered and evapor... Starting materials: crude product, C1(=CC=C(C=C1)S(=O)(=O)Cl)C (4-toluenesulfonyl chloride), C(C)(=O)OCC=CCOC(C)=O (1,4-diacetoxy-2-butene), [OH-].[Na+] (sodium hydroxide). Reagents/catalysts: [Br-].C(CCC)[N+](CCCC)(CCCC)CCCC (tetra-n-butylammonium bromide). The solvent is C1(=CC=CC=C1)C (toluene), C1(=CC=CC=C1)C (toluene), O (water). Reaction conditions: time 1 hour. The product is C1(=CC=C(C=C1)S(=O)(=O)OCC=CCOS(=O)(=O)C1=CC=C(C=C1)C)C (1,4-di-4-toluenesulfonyloxy-2-butene), solid. Yield: 108.0%. Reaction SMILES: C([O:4][CH2:5][CH:6]=[CH:7][CH2:8][O:9]C(=O)C)(=O)C.[OH-:13].[Na+].[C:15]1([CH3:25])[CH:20]=[CH:19][C:18]([S:21](Cl)(=[O:23])=[O:22])=[CH:17][CH:16]=1>[Br-].C([N+](CCCC)(CCCC)CCCC)CCC.C1(C)C=CC=CC=1.O>[C:15]1([CH3:25])[CH:20]=[CH:19][C:18]([S:21]([O:9][CH2:8][CH:7]=[CH:6][CH2:5][O:4][S:21]([C:18]2[CH:19]=[CH:20][C:15]([CH3:25])=[CH:16][CH:17]=2)(=[O:22])=[O:13])(=[O:23])=[O:22])=[CH:17][CH:16]=1 |f:1.2,4.5|. Procedure details: 10.0 g (58.1 mmol) of 1,4-diacetoxy-2-butene (trans/cis=85/15), 100 mL of toluene, and 50 mL of a 50% sodium hydroxide aqueous solution were added into a four-necked flask (300 mL), and thereafter, 0.936 g (2.90 mmol) of tetra-n-butylammonium bromide was added thereto as a phase-transfer catalyst. The obtained mixture was stirred at room temperature for 1 hour, and 27.7 g (145 mmol) of 4-toluenesulfonyl chloride was then added to the reaction solution. The obtained mixture was stirred at room te... The reactants are IC=1SC=CC1SC (2-iodo-3-methylthiothiophene), BrC1=C(C=CC=C1)B(O)O (bromobenzeneboronic acid), C([O-])([O-])=O.[K+].[K+] (potassium carbonate), C(OC)COC (dimethoxyethane). The reagents and catalysts are [Pd].C1(=CC=CC=C1)P(C1=CC=CC=C1)C1=CC=CC=C1.C1(=CC=CC=C1)P(C1=CC=CC=C1)C1=CC=CC=C1.C1(=CC=CC=C1)P(C1=CC=CC=C1)C1=CC=CC=C1.C1(=CC=CC=C1)P(C1=CC=CC=C1)C1=CC=CC=C1 (tetrakis(triphenylphosphine)-palladium (0)). The solvent is C(C)O (ethanol). Run at temperature 80 celsius, time 12 hour. The product is BrC1=CC=C(C=C1)C=1SC=CC1SC (2-(4-bromophenyl)-3-methylthiothiophene). The yield is 59.8%. RXN SMILES: I[C:2]1[S:3][CH:4]=[CH:5][C:6]=1[S:7][CH3:8].[Br:9][C:10]1[CH:15]=[CH:14][CH:13]=[CH:12][C:11]=1B(O)O.C(=O)([O-])[O-].[K+].[K+].C(COC)OC>[Pd].C1(P(C2C=CC=CC=2)C2C=CC=CC=2)C=CC=CC=1.C1(P(C2C=CC=CC=2)C2C=CC=CC=2)C=CC=CC=1.C1(P(C2C=CC=CC=2)C2C=CC=CC=2)C=CC=CC=1.C1(P(C2C=CC=CC=2)C2C=CC=CC=2)C=CC=CC=1.C(O)C>[Br:9][C:10]1[CH:15]=[CH:14][C:13]([C:2]2[S:3][CH:4]=[CH:5][C:6]=2[S:7][CH3:8])=[CH:12][CH:11]=1 |f:2.3.4,6.7.8.9.10|. Reported procedure: A solution of 2-iodo-3-methylthiothiophene (18 g, 70.3 mmol, preparation 2), 4 bromobenzeneboronic acid (14.1 g, 70.3 mmol), potassium carbonate (21.4 g, 155 mmol), tetrakis(triphenylphosphine)-palladium (0) (8.1 g, 7.02 mmol) in a mixture of anhydrous dimethoxyethane (300 ml) and absolute ethanol (150 ml) is degassed with Ar or N2 for 15 min and stirred for 12 hours at 80° C. The reaction mixture is cooled to room temperature, water (100 ml) is then added and the crude product is extracted with...